Dataset: the Open Reaction Database (ORD), a public repository of structured organic reaction records. Task: describe an organic reaction: reactants, conditions, products, and yield The product is C=C(C)C(=O)Nc1cc(C(C)(C)C)[nH]n1. Reactants: C=C(C)C(=O)Cl, ClC(Cl)(Cl)Cl, CC(C)(C)c1cc(N)n[nH]1, [Na+], [Na+], O=C([O-])[O-], O. As a reaction SMILES: [C:17]([C:18](=[CH2:19])[CH3:20])(=[O:21])[Cl:22].[C:24]([Cl:25])([Cl:26])([Cl:27])[Cl:28].[NH2:1][c:2]1[n:3][nH:4][c:5]([C:7]([CH3:8])([CH3:9])[CH3:10])[cH:6]1.[Na+:11].[Na+:12].[O-:13][C:14](=[O:15])[O-:16].[OH2:23]>>[NH:1]([c:2]1[n:3][nH:4][c:5]([C:7]([CH3:8])([CH3:9])[CH3:10])[cH:6]1)[C:17]([C:18](=[CH2:19])[CH3:20])=[O:21].